Task: describe an organic reaction: reactants, conditions, products, and yield. Dataset: the Open Reaction Database (ORD), a public repository of structured organic reaction records Reactants: FC(S(=O)(=O)OC1=CC2=CC=C(C=C2C=C1)C(C(C)C)(C=1N=CN(C1)C(C1=CC=CC=C1)(C1=CC=CC=C1)C1=CC=CC=C1)O)(F)F (6-[1-hydroxy-2-methyl-1-(1-trityl-1H-imidazol-4-yl)propyl]-2-naphthyl trifluoromethanesulfonate), C(CCC)[Sn](C=1C=NN(C1)C(C1=CC=CC=C1)(C1=CC=CC=C1)C1=CC=CC=C1)(CCCC)CCCC (4-tributylstannyl-1-trityl-1H-pyrazole). Product: N1C=NC(=C1)C(C(C)C)(O)C1=CC2=CC=C(C=C2C=C1)C=1C=NNC1 (1-(1H-Imidazol-4-yl)-2-methyl-1-(6-(1H-pyrazol-4-yl)-2-naphthyl)-1-propanol). Isolated yield 233.1%. Reaction SMILES: FC(F)(F)S(O[C:7]1[CH:16]=[CH:15][C:14]2[C:9](=[CH:10][CH:11]=[C:12]([C:17]([OH:45])([C:21]3[N:22]=[CH:23][N:24](C(C4C=CC=CC=4)(C4C=CC=CC=4)C4C=CC=CC=4)[CH:25]=3)[CH:18]([CH3:20])[CH3:19])[CH:13]=2)[CH:8]=1)(=O)=O.C([Sn](CCCC)(CCCC)[C:53]1[CH:54]=[N:55][N:56](C(C2C=CC=CC=2)(C2C=CC=CC=2)C2C=CC=CC=2)[CH:57]=1)CCC>>[NH:24]1[CH:25]=[C:21]([C:17]([C:12]2[CH:11]=[CH:10][C:9]3[C:14](=[CH:15][CH:16]=[C:7]([C:53]4[CH:57]=[N:56][NH:55][CH:54]=4)[CH:8]=3)[CH:13]=2)([OH:45])[CH:18]([CH3:20])[CH3:19])[N:22]=[CH:23]1. Procedure: In a similar manner to that described in Example 2-(i), the reaction was carried out by using 6-[1-hydroxy-2-methyl-1-(1-trityl-1H-imidazol-4-yl)propyl]-2-naphthyl trifluoromethanesulfonate (3.0 g) and 4-tributylstannyl-1-trityl-1H-pyrazole (5.48 g) to give the titled compound (3.54 g) as a pale brown powder. The reactants are [BH3-]C#N, C=O, CC(=O)O, CO, CCOC(C)=O, Cl, Cc1ccc2c3c(ccc2n1)OCC(CNCCCCn1ccc2ccc(F)cc21)O3, [Na+]. Product: Cc1ccc2c3c(ccc2n1)OCC(CN(C)CCCCn1ccc2ccc(F)cc21)O3. Reaction SMILES: [C:32]([BH3-:33])#[N:34].[CH2:37]=[O:38].[CH3:39][C:40](=[O:41])[OH:42].[CH3:43][OH:44].[CH3:45][CH2:46][O:47][C:48](=[O:49])[CH3:50].[ClH:36].[F:1][c:2]1[cH:3][cH:4][c:5]2[cH:6][cH:7][n:8]([CH2:11][CH2:12][CH2:13][CH2:14][NH:15][CH2:16][CH:17]3[CH2:18][O:19][c:20]4[c:21]([c:22]5[cH:23][cH:24][c:25]([CH3:30])[n:26][c:27]5[cH:28][cH:29]4)[O:31]3)[c:9]2[cH:10]1.[Na+:35]>>[F:1][c:2]1[cH:3][cH:4][c:5]2[cH:6][cH:7][n:8]([CH2:11][CH2:12][CH2:13][CH2:14][N:15]([CH2:16][CH:17]3[CH2:18][O:19][c:20]4[c:21]([c:22]5[cH:23][cH:24][c:25]([CH3:30])[n:26][c:27]5[cH:28][cH:29]4)[O:31]3)[CH3:32])[c:9]2[cH:10]1. Starting materials: solution, C(CCC)[Li] (n-butyllithium), BrC=1C=C(C=CC1)C1(CCC1)O (1-(3-bromo-phenyl)-cyclobutanol), C(C)(=O)[O-].[Na+] (sodium acetate), N(O)S(=O)(=O)O (hydroxylamine-sulfonic acid), Cl (hydrochloric acid). The solvent is CCCCCC (hexane), O1CCCC1 (tetrahydrofuran). Conditions: temperature 0 celsius, time 30 minute. The product is OC1(CCC1)C=1C=C(C=CC1)S(=O)(=O)N (3-(1-Hydroxy-cyclobutyl)-benzenesulfonamide). Yield: 4.8%. RXN SMILES: C([Li])CCC.Br[C:7]1[CH:8]=[C:9]([C:13]2([OH:17])[CH2:16][CH2:15][CH2:14]2)[CH:10]=[CH:11][CH:12]=1.C([O-])(=O)C.[Na+].[NH:23]([S:25](O)(=[O:27])=[O:26])O.Cl>CCCCCC.O1CCCC1>[OH:17][C:13]1([C:9]2[CH:8]=[C:7]([S:25]([NH2:23])(=[O:27])=[O:26])[CH:12]=[CH:11][CH:10]=2)[CH2:16][CH2:15][CH2:14]1 |f:2.3|. Reported procedure: A 1.6M solution of n-butyllithium (8 ml, 12.8 mmol) in hexane was added to a solution of 1-(3-bromo-phenyl)-cyclobutanol (1.44 grams, 6.4 mmol) in tetrahydrofuran at -78° C. After 30 minutes, at the reaction was allowed to warm to 0° C. Sulfur dioxide was bubbled into the reaction mixture and stirred for an additional 30 minutes. The tetrahydrofuran was evaporated and an aqueous solution of sodium acetate (4.1 grams, 50 mmol) and of hydroxylamine-sulfonic acid (1.85 grams, 16 mmol) was added. Af... Starting materials: C(C)(C)(C)OC(NCCC1=NC(=NO1)C1CC1)=O (tert-butyl[2-(3-cyclopropyl-[1,2,4]oxadiazol-5-yl)-ethyl]-carbamate), Cl (hydrochloric acid). Solvent: ClCCl (dichloromethane). Conditions: time 3 hour. The product is Cl.C1(CC1)C1=NOC(=N1)CCN (2-(3-cyclopropyl-[1,2,4]oxadiazol-5-yl)-ethylamine hydrochloride). Reaction SMILES: C(OC(=O)[NH:7][CH2:8][CH2:9][C:10]1[O:14][N:13]=[C:12]([CH:15]2[CH2:17][CH2:16]2)[N:11]=1)(C)(C)C.[ClH:19]>ClCCl>[ClH:19].[CH:15]1([C:12]2[N:11]=[C:10]([CH2:9][CH2:8][NH2:7])[O:14][N:13]=2)[CH2:17][CH2:16]1 |f:3.4|. Procedure: 4.00 g (15.79 mmol) tert-butyl[2-(3-cyclopropyl-[1,2,4]oxadiazol-5-yl)-ethyl]-carbamate are placed in 40 ml dichloromethane, 80 ml 1 molar ethereal hydrochloric acid are added. The reaction mixture is stirred for 3 hours at reflux temperature and 72 hours at ambient temperature, then evaporated down. The residue is dissolved in acetone, mixed with diethyl ether and suction filtered. Run in O (water). Product: Cl.C1NCC(C=2C3=CC=CC=C3NC12)C(=O)O (1,2,3,4-Tetrahydro-β-Carboline-4-Carboxylic Acid Hydrochloride). The reactants are ( 4 ), C1(NCC(C=2C3=CC=CC=C3NC12)C(=O)O)C(=O)O (1,2,3,4-tetrahydro-β-carboline-1,4-dicarboxylic acid), Cl (HCl). As a reaction SMILES: [CH:1]1(C(O)=O)[C:13]2[NH:12][C:11]3[C:6](=[CH:7][CH:8]=[CH:9][CH:10]=3)[C:5]=2[CH:4]([C:14]([OH:16])=[O:15])[CH2:3][NH:2]1.[ClH:20]>O>[ClH:20].[CH2:1]1[C:13]2[NH:12][C:11]3[C:6](=[CH:7][CH:8]=[CH:9][CH:10]=3)[C:5]=2[CH:4]([C:14]([OH:16])=[O:15])[CH2:3][NH:2]1 |f:3.4|. Run at temperature 80 celsius. Procedure details: Four (4) g; 0.16 mole of 1,2,3,4-tetrahydro-β-carboline-1,4-dicarboxylic acid (TR-8021) prepared in Example 1 was mixed with 40 ml concentrated HCl and 120 ml of water. The mixture was refluxed at 80° C. (oil-bath) for 2 hours. A white precipitate was collected by filtration, and washed with small amount of cooled water. The crude material was boiled in water, filtered through celite and cooled. The precipitate was collected and dried in the oven at 60° C. Yield: 3 g; (74%). MP 280°-281° C. The solvent is COCCOC (DME), C(C)O (ethanol), O (water). The reactants are FC1=C(C=CC(=C1)B1OC(C(O1)(C)C)(C)C)O (2-fluoro-4-(4,4,5,5-tetramethyl-1,3,2-dioxaborolan-2-yl)phenol), FC1=C(C=CC(=C1)B1OC(C(O1)(C)C)(C)C)O (2-fluoro-4-(4,4,5,5-tetramethyl-1,3,2-dioxaborolan-2-yl)phenol), ClC1=C(N=C(C(=N1)C(=O)N)C)C (6-chloro-3,5-dimethylpyrazine-2-carboxamide), [O-]P(=O)([O-])[O-].[K+].[K+].[K+] (potassium phosphate tribasic). Run at temperature 80 celsius. Product: FC=1C=C(C=CC1O)C1=C(N=C(C(=N1)C(=O)N)C)C (6-(3-Fluoro-4-hydroxyphenyl)-3,5-dimethylpyrazine-2-carboxamide). Reaction SMILES: [F:1][C:2]1[CH:7]=[C:6](B2OC(C)(C)C(C)(C)O2)[CH:5]=[CH:4][C:3]=1[OH:17].Cl[C:19]1[N:24]=[C:23]([C:25]([NH2:27])=[O:26])[C:22]([CH3:28])=[N:21][C:20]=1[CH3:29].[O-]P([O-])([O-])=O.[K+].[K+].[K+]>COCCOC.C(O)C.O.C1C=CC([PH+]([C]2[CH][CH][CH][CH]2)C2C=CC=CC=2)=CC=1.C1C=CC([PH+]([C]2[CH][CH][CH][CH]2)C2C=CC=CC=2)=CC=1.C(Cl)Cl.Cl[Pd]Cl.[Fe]>[F:1][C:2]1[CH:7]=[C:6]([C:19]2[N:24]=[C:23]([C:25]([NH2:27])=[O:26])[C:22]([CH3:28])=[N:21][C:20]=2[CH3:29])[CH:5]=[CH:4][C:3]=1[OH:17] |f:2.3.4.5,9.10.11.12.13,^1:52,53,54,55,56,70,71,72,73,74|. Reagents/catalysts: C1=CC=C(C=C1)[PH+](C2=CC=CC=C2)[C]3[CH][CH][CH][CH]3.C1=CC=C(C=C1)[PH+](C2=CC=CC=C2)[C]3[CH][CH][CH][CH]3.C(Cl)Cl.Cl[Pd]Cl.[Fe] (Dichloro[1,1′-bis(diphenylphosphino)ferrocene]palladium(II) dichloromethane adduct). Procedure details: A suspension of 2-fluoro-4-(4,4,5,5-tetramethyl-1,3,2-dioxaborolan-2-yl)phenol (Intermediate 31-4; 348 g, 1169 mmol) (80% strength by proton NMR), 6-chloro-3,5-dimethylpyrazine-2-carboxamide (217 g, 1169 mmol) and potassium phosphate tribasic (298 g, 1403 mmol) in DME (3.6 L), ethanol (0.9 L) and water (1.8 L) was stirred. The mixture was degassed with nitrogen for 30 minutes at 30° C. Dichloro[1,1′-bis(diphenylphosphino)ferrocene]palladium(II) dichloromethane adduct (8.60 g, 10.5 mmol) was then... Reactants: [Al+3], N#Cc1ccc(CO)cc1, CCOCC, [H-], [H-], [H-], [H-], [Li+], [Na+], [OH-], O. Yields the product NCc1ccc(CO)cc1. RXN SMILES: [Al+3:2].[C:7](#[N:8])[c:9]1[cH:10][cH:11][c:12]([CH2:13][OH:14])[cH:15][cH:16]1.[CH2:20]([O:21][CH2:22][CH3:23])[CH3:24].[H-:1].[H-:4].[H-:5].[H-:6].[Li+:3].[Na+:19].[OH-:18].[OH2:17]>>[CH2:7]([NH2:8])[c:9]1[cH:10][cH:11][c:12]([CH2:13][OH:14])[cH:15][cH:16]1.